Dataset: the Open Reaction Database (ORD), a public repository of structured organic reaction records. Task: describe an organic reaction: reactants, conditions, products, and yield Reaction SMILES: [CH3:17][OH:18].[NH2:1][c:2]1[cH:3][c:4]([F:14])[c:5]([C:6](=[O:7])[O:8][CH3:9])[cH:10][c:11]1[O:12][CH3:13].[Na+:16].[OH-:15]>>[NH2:1][c:2]1[cH:3][c:4]([F:14])[c:5]([C:6](=[O:7])[OH:8])[cH:10][c:11]1[O:12][CH3:13]. Starting materials: CO, COC(=O)c1cc(OC)c(N)cc1F, [Na+], [OH-]. The product is COc1cc(C(=O)O)c(F)cc1N.